Dataset: the Open Reaction Database (ORD), a public repository of structured organic reaction records. Task: describe an organic reaction: reactants, conditions, products, and yield Reactants: C1=C(CCC12CCCCC2)CO (spiro[4.5]dec-1-en-2-yl-methanol), C1(=CC=CC=C1)P(C1=CC=CC=C1)C1=CC=CC=C1 (triphenylphosphine), BrN1C(CCC1=O)=O (N-bromo-succinimide). The solvent is C(Cl)(Cl)Cl (chloroform). Reaction conditions: time 1 hour. Yields the product BrCC1=CC2(CC1)CCCCC2 (2-bromomethyl-spiro[4.5]dec-1-ene). Yield: 79.8%. As a reaction SMILES: [CH:1]1[C:5]2([CH2:10][CH2:9][CH2:8][CH2:7][CH2:6]2)[CH2:4][CH2:3][C:2]=1[CH2:11]O.C1(P(C2C=CC=CC=2)C2C=CC=CC=2)C=CC=CC=1.[Br:32]N1C(=O)CCC1=O>C(Cl)(Cl)Cl>[Br:32][CH2:11][C:2]1[CH2:3][CH2:4][C:5]2([CH2:10][CH2:9][CH2:8][CH2:7][CH2:6]2)[CH:1]=1. Procedure: To a solution of spiro[4.5]dec-1-en-2-yl-methanol (50 mg) obtained in Step 5 in chloroform (1 mL) were added triphenylphosphine (87 mg) and N-bromo-succinimide (87 mg) under ice-cooling, followed by stirring the reaction mixture at room temperature for 1 hour. Then, the reaction mixture was concentrated in vacuo and the residue was purified by column chromatography on silica gel (hexane) to give 2-bromomethyl-spiro[4.5]dec-1-ene (55 mg). Reactants: N1(CCOCC1)C(=O)N1CC(CC(C1)C1=CC=C(C=C1)C(F)(F)F)C(N)=S (1-(Morpholin-4-ylcarbonyl)-5-[4-(trifluoromethyl)phenyl]piperidine-3-carbothioamide), BrCC(=O)C1=C(C=C(C=C1)Cl)Cl (2-bromo-1-(2,4-dichlorophenyl)ethanone). Product: ClC1=C(C=CC(=C1)Cl)C=1N=C(SC1)C1CN(CC(C1)C1=CC=C(C=C1)C(F)(F)F)C(=O)N1CCOCC1 ({(3-[4-(2,4-Dichlorophenyl)-1,3-thiazol-2-yl]-5-[4-(trifluoromethyl)phenyl]piperidin-1-yl}-carbonyl)morpholine). Reaction SMILES: [N:1]1([C:7]([N:9]2[CH2:14][CH:13]([C:15]3[CH:20]=[CH:19][C:18]([C:21]([F:24])([F:23])[F:22])=[CH:17][CH:16]=3)[CH2:12][CH:11]([C:25](=[S:27])[NH2:26])[CH2:10]2)=[O:8])[CH2:6][CH2:5][O:4][CH2:3][CH2:2]1.Br[CH2:29][C:30]([C:32]1[CH:37]=[CH:36][C:35]([Cl:38])=[CH:34][C:33]=1[Cl:39])=O>>[Cl:39][C:33]1[CH:34]=[C:35]([Cl:38])[CH:36]=[CH:37][C:32]=1[C:30]1[N:26]=[C:25]([CH:11]2[CH2:12][CH:13]([C:15]3[CH:20]=[CH:19][C:18]([C:21]([F:22])([F:23])[F:24])=[CH:17][CH:16]=3)[CH2:14][N:9]([C:7]([N:1]3[CH2:6][CH2:5][O:4][CH2:3][CH2:2]3)=[O:8])[CH2:10]2)[S:27][CH:29]=1. Procedure: 100 mg (0.224 mmol) of 1-(morpholin-4-ylcarbonyl)-5-[4-(trifluoromethyl)phenyl]piperidine-3-carbothioamide (Example 53A) and 72 mg (0.269 mmol) of 2-bromo-1-(2,4-dichlorophenyl)ethanone were reacted according to the General Method 3. Yield: 43 mg (34% of theory) The reactants are ClC1=CC(=C(C=C1N1C=CC(C=C1)=O)N)N (4-chloro-5-(4-oxo-4H-pyridin-1-yl)-1,2-phenylenediamine), C(C(=O)O)(=O)O (oxalic acid). The solvent is Cl (hydrochloric acid). Product: ClC=1C=C2NC(C(NC2=CC1N1C=CC(C=C1)=O)=O)=O (6-chloro-7-(4-oxo-4H-pyridin-1-yl)-1,4-dihydroquinoxaline-2,3-dione). The yield is 12.6%. RXN SMILES: [Cl:1][C:2]1[C:7]([N:8]2[CH:13]=[CH:12][C:11](=[O:14])[CH:10]=[CH:9]2)=[CH:6][C:5]([NH2:15])=[C:4]([NH2:16])[CH:3]=1.[C:17](O)(=[O:21])[C:18](O)=[O:19]>Cl>[Cl:1][C:2]1[CH:3]=[C:4]2[C:5](=[CH:6][C:7]=1[N:8]1[CH:13]=[CH:12][C:11](=[O:14])[CH:10]=[CH:9]1)[NH:15][C:18](=[O:19])[C:17](=[O:21])[NH:16]2. Procedure: First, a mixture containing 1.93 g of 4-chloro-5-(4-oxo-4H-pyridin-1-yl)-1,2-phenylenediamine, 2.21 g of oxalic acid, and 40 ml of 2N hydrochloric acid was refluxed by heating in an oil bath for 2 hours. The mixture was cooled and precipitated crystals were filtered to give 2.1 g of crude crystals of 6-chloro-7-(4-oxo-4H-pyridin-1-yl)-1,4-dihydroquinoxaline-2,3-dione (melting point: >400° C.). Then, 500 mg of the crude crystals were recrystallized with dimethylformaldehyde and water to give 299 ...